From a dataset of the Open Reaction Database (ORD), a public repository of structured organic reaction records. describe an organic reaction: reactants, conditions, products, and yield The reactants are C=1C=C2NC=CC2=C(C1)C. Reagents/catalysts: O1B(OC(C)(C)C1(C)C)B2OC(C)(C)C(O2)(C)C, [Ni](=C1N(C=CN1C=2C(=CC(=CC2C)C)C)C=3C(=CC(=CC3C)C)C)=C4N(C=CN4C=5C(=CC(=CC5C)C)C)C=6C(=CC(=CC6C)C)C. Solvent: CCCCCC. Conditions: temperature 60 celsius, time 4 hour. Product: O1B(OC(C)(C)C1(C)C)C2=CNC3=CC=CC(=C32)C. Yield: 55.0%. Starting materials: NCCNC(CSC1=CC(=CC=C1)C(OC1CCN(CC1)C)C1=NC2=C(N1)C=CC=C2)=O (N-(2-aminoethyl)-2-{3-[(1H-benzimidazol-2-yl)(1-methylpiperidin-4-yloxy)methyl]phenylsulfanyl}acetamide), C(C(=O)O)(=O)O (oxalic acid), C1(=CC=CC=C1)P(C1=CC=CC=C1)(C1=CC=CC=C1)=O (triphenylphosphine oxide), trifluoromethanesulfonyl anhydride. Run in C(Cl)Cl (CH2Cl2), C(Cl)Cl (CH2Cl2). Reaction conditions: temperature 0 celsius, time 30 minute. The product is N1C(=NCC1)CSC=1C=C(C=CC1)C(C1=NC2=C(N1)C=CC=C2)OC2CCN(CC2)C (2-[[3-(4,5-dihydro-1H-imidazol-2-ylmethylsulfanyl)phenyl](1-methylpiperidin-4-yloxy)methyl]-1H-benzimidazole). RXN SMILES: C1(P(=O)(C2C=CC=CC=2)C2C=CC=CC=2)C=CC=CC=1.[NH2:21][CH2:22][CH2:23][NH:24][C:25](=O)[CH2:26][S:27][C:28]1[CH:33]=[CH:32][CH:31]=[C:30]([CH:34]([C:43]2[NH:47][C:46]3[CH:48]=[CH:49][CH:50]=[CH:51][C:45]=3[N:44]=2)[O:35][CH:36]2[CH2:41][CH2:40][N:39]([CH3:42])[CH2:38][CH2:37]2)[CH:29]=1.C(O)(=O)C(O)=O>C(Cl)Cl>[NH:24]1[CH2:23][CH2:22][N:21]=[C:25]1[CH2:26][S:27][C:28]1[CH:29]=[C:30]([CH:34]([O:35][CH:36]2[CH2:41][CH2:40][N:39]([CH3:42])[CH2:38][CH2:37]2)[C:43]2[NH:47][C:46]3[CH:48]=[CH:49][CH:50]=[CH:51][C:45]=3[N:44]=2)[CH:31]=[CH:32][CH:33]=1. Reported procedure: To a solution of triphenylphosphine oxide (2.2 mmoles) in 4 mL CH2Cl2 cooled at 0° C. is added dropwise trifluoromethanesulfonyl anhydride (310 mg, 1.1 mmoles). The reaction mixture is stirred at 0° C. for 30 minutes, then a solution of N-(2-aminoethyl)-2-{3-[(1H-benzimidazol-2-yl)(1-methylpiperidin-4-yloxy)methyl]phenylsulfanyl}acetamide (Example 436) (250 mg, 0.55 mmole) in 2 mL CH2Cl2 is added dropwise. The reaction mixture is allowed to reach room temperature and stirred for 1.5 h. The organ... Reactants: ClC1=CC2=C(C=N1)C=C(N2)C(=O)O (6-chloro-1H-pyrrolo[3,2-c]pyridine-2-carboxylic acid), Cl.N[C@H](C(=O)N1C[C@H](CC1)O)CC1=CC=C(C=C1)F (2-(S)-amino-3-(4-fluorophenyl)-1-(3-(S)-hydroxypyrrolidin-1-yl)propan-1-one hydrochloride). The product is FC1=CC=C(C[C@@H](C(=O)N2C[C@H](CC2)O)NC(=O)C2=CC=3C=NC(=CC3N2)Cl)C=C1 (6-Chloro-1H-pyrrolo [3.2-c]pyridine-2-carboxylic acid [1-(S)-(4-fluorobenzyl)-2-(3-(S)-hydroxypyrrolidin-1-yl)-2-oxoethyl]amide). As a reaction SMILES: [Cl:1][C:2]1[N:7]=[CH:6][C:5]2[CH:8]=[C:9]([C:11]([OH:13])=O)[NH:10][C:4]=2[CH:3]=1.Cl.[NH2:15][C@@H:16]([CH2:25][C:26]1[CH:31]=[CH:30][C:29]([F:32])=[CH:28][CH:27]=1)[C:17]([N:19]1[CH2:23][CH2:22][C@H:21]([OH:24])[CH2:20]1)=[O:18]>>[F:32][C:29]1[CH:30]=[CH:31][C:26]([CH2:25][C@H:16]([NH:15][C:11]([C:9]2[NH:10][C:4]3[CH:3]=[C:2]([Cl:1])[N:7]=[CH:6][C:5]=3[CH:8]=2)=[O:13])[C:17]([N:19]2[CH2:23][CH2:22][C@H:21]([OH:24])[CH2:20]2)=[O:18])=[CH:27][CH:28]=1 |f:1.2|. Reported procedure: The title compound was prepared as outlined in EXAMPLE 295 from 6-chloro-1H-pyrrolo[3,2-c]pyridine-2-carboxylic acid (Preparation 116) and 2-(S)-amino-3-(4-fluorophenyl)-1-(3-(S)-hydroxypyrrolidin-1-yl)propan-1-one hydrochloride (Preparation 103). The crude product was recrystallised from ethyl acetate to give the title compound. δH (CD3OD): 1.77–1.98 (2H, m), 3.08–3.88 (6H, 6 m), 4.30, 4.42 (1H, 2 m), 5.07, 5.09 (1H, 2m), 7.00 (2H, m), 7.30 (3H, m), 7.43 (1H, m), 8.67 (1H, s); m/z (ES+)=430.90 ... Reactants: CCCc1c(OCCCSc2nnc(SCC(=O)OCC)s2)ccc(C(C)=O)c1O, CO, [Na+], [OH-], O. Product: CCCc1c(OCCCSc2nnc(SCC(=O)O)s2)ccc(C(C)=O)c1O. RXN SMILES: [C:1]([CH3:2])(=[O:3])[c:4]1[c:5]([OH:30])[c:6]([CH2:27][CH2:28][CH3:29])[c:7]([O:8][CH2:9][CH2:10][CH2:11][S:12][c:13]2[n:14][n:15][c:16]([S:18][CH2:19][C:20](=[O:21])[O:22][CH2:23][CH3:24])[s:17]2)[cH:25][cH:26]1.[CH3:34][OH:35].[Na+:32].[OH-:31].[OH2:33]>>[C:1]([CH3:2])(=[O:3])[c:4]1[c:5]([OH:30])[c:6]([CH2:27][CH2:28][CH3:29])[c:7]([O:8][CH2:9][CH2:10][CH2:11][S:12][c:13]2[n:14][n:15][c:16]([S:18][CH2:19][C:20](=[O:21])[OH:22])[s:17]2)[cH:25][cH:26]1. The reactants are 16, ClC=1C=C(C=CC1C(O)C1=CC=C(C=C1)Cl)N1N=CC(NC1=O)=O (2-[3-chloro-4-[(4-chlorophenyl)hydroxymethyl]phenyl]-1,2,4-triazine-3,5(2H,4H)-dione), S(=O)(Cl)Cl (thionyl chloride). Solvent: ClC(Cl)Cl (trichloromethane). Run at time 3 hour. The product is ClC=1C=C(C=CC1C(C1=CC=C(C=C1)Cl)Cl)N1N=CC(NC1=O)=O (2-[3-chloro-4-[chloro(4-chlorophenyl)methyl]phenyl]-1,2,4-triazine-3,5(2H,4H)-dione), intermediate 107. Yield: 83.1%. Reaction SMILES: [Cl:1][C:2]1[CH:3]=[C:4]([N:17]2[C:22](=[O:23])[NH:21][C:20](=[O:24])[CH:19]=[N:18]2)[CH:5]=[CH:6][C:7]=1[CH:8]([C:10]1[CH:15]=[CH:14][C:13]([Cl:16])=[CH:12][CH:11]=1)O.S(Cl)([Cl:27])=O>ClC(Cl)Cl>[Cl:1][C:2]1[CH:3]=[C:4]([N:17]2[C:22](=[O:23])[NH:21][C:20](=[O:24])[CH:19]=[N:18]2)[CH:5]=[CH:6][C:7]=1[CH:8]([Cl:27])[C:10]1[CH:15]=[CH:14][C:13]([Cl:16])=[CH:12][CH:11]=1. Procedure details: To a stirred mixture of 16 parts of 2-[3-chloro-4-[(4-chlorophenyl)hydroxymethyl]phenyl]-1,2,4-triazine-3,5(2H,4H)-dione and 150 parts of trichloromethane were added dropwise, during a period of 5 minutes, 16 parts of thionyl chloride. Upon completion, stirring was continued for 3 hours at reflux temperature. The reaction mixture was evaporated in vacuo. Methylbenzene was added and the whole was evaporated again, yielding 14 parts (83.1%) of 2-[3-chloro-4-[chloro(4-chlorophenyl)methyl]phenyl]-1,... Starting materials: C(C=C)C1(CCN(CC1)C(=O)OC(C)(C)C)O (4-allyl-1-(tert-butoxycarbonyl)piperidin-4-ol), ClC1=CC(=CC=C1)C(=O)OO (3-chloroperbenzoic acid), C(O)([O-])=O.[Na+] (sodium hydrogencarbonate), S(=O)(=O)([O-])S(=O)[O-].[Na+].[Na+] (sodium metabisulfite). The solvent is ClCCl (dichloromethane), C(C)(=O)OCC (ethyl acetate). Product: O1C(CC2(CCN(CC2)C(=O)OC(C)(C)C)O)C1 (4-(2,3-Epoxypropan-1-yl)-1-(tert-butoxycarbonyl)piperidin-4-ol). Isolated yield 32.6%. Reaction SMILES: [CH2:1]([C:4]1([OH:17])[CH2:9][CH2:8][N:7]([C:10]([O:12][C:13]([CH3:16])([CH3:15])[CH3:14])=[O:11])[CH2:6][CH2:5]1)[CH:2]=[CH2:3].ClC1C=CC=C(C(OO)=[O:26])C=1.C(=O)([O-])O.[Na+].S(S([O-])=O)([O-])(=O)=O.[Na+].[Na+]>ClCCl.C(OCC)(=O)C>[O:26]1[CH2:3][CH:2]1[CH2:1][C:4]1([OH:17])[CH2:9][CH2:8][N:7]([C:10]([O:12][C:13]([CH3:16])([CH3:15])[CH3:14])=[O:11])[CH2:6][CH2:5]1 |f:2.3,4.5.6|. Reported procedure: To a solution of 4.115 g of 4-allyl-1-(tert-butoxycarbonyl)piperidin-4-ol in dichloromethane (100 ml) were added 7.07 g of 3-chloroperbenzoic acid and 2.87 g of sodium hydrogencarbonate and the resulting mixture was heated under reflux for 24 hours. To the reaction mixture were added ethyl acetate and an aqueous solution of sodium metabisulfite and the resulting mixture was stirred for 1 hour. The organic layer was dried over anhydrous magnesium sulfate, filtered and concentrated under reduced p... Starting materials: [Br-], COc1cc2c(cc1Br)C(=O)CC(C)(C)O2, CC[Mg+], C1CCOC1, Cc1ccc(S(=O)(=O)O)cc1. Product: CCC1=CC(C)(C)Oc2cc(OC)c(Br)cc21. RXN SMILES: [Br-:1].[Br:5][c:6]1[cH:7][c:8]2[c:13]([cH:14][c:15]1[O:16][CH3:17])[O:12][C:11]([CH3:18])([CH3:19])[CH2:10][C:9]2=[O:20].[CH2:2]([CH3:3])[Mg+:4].[CH2:32]1[O:33][CH2:34][CH2:35][CH2:36]1.[c:21]1([CH3:22])[cH:23][cH:24][c:25]([S:26]([OH:27])(=[O:28])=[O:29])[cH:30][cH:31]1>>[CH2:2]([CH3:3])[C:9]1=[CH:10][C:11]([CH3:18])([CH3:19])[O:12][c:13]2[c:8]1[cH:7][c:6]([Br:5])[c:15]([O:16][CH3:17])[cH:14]2. Reactants: OCC=1CCN(CC1)C (4-(Hydroxymethyl)-1-methyl-1,2,3,6-tetrahydropyridine), IC1=C(C=CC=C1)O (2-iodophenol), C1(=CC=CC=C1)P(C1=CC=CC=C1)C1=CC=CC=C1 (triphenylphosphine), N(=NC(=O)OCC)C(=O)OCC (diethyl azodicarboxylate). Solvent: C1CCOC1 (THF). Conditions: time 1 hour. Product: IC1=C(OCC=2CCN(CC2)C)C=CC=C1 (4-(2-Iodophenoxymethyl)-1-methyl-1,2,3,6-tetrahydropyridine). The yield is 66.4%. RXN SMILES: [OH:1][CH2:2][C:3]1[CH2:4][CH2:5][N:6]([CH3:9])[CH2:7][CH:8]=1.[I:10][C:11]1[CH:16]=[CH:15][CH:14]=[CH:13][C:12]=1O.C1(P(C2C=CC=CC=2)C2C=CC=CC=2)C=CC=CC=1.N(C(OCC)=O)=NC(OCC)=O>C1COCC1>[I:10][C:11]1[CH:16]=[CH:15][CH:14]=[CH:13][C:12]=1[O:1][CH2:2][C:3]1[CH2:8][CH2:7][N:6]([CH3:9])[CH2:5][CH:4]=1. Procedure details: 4-(Hydroxymethyl)-1-methyl-1,2,3,6-tetrahydropyridine (D1, 5.63 g, 0.044 mol), 2-iodophenol (7.80 g, 0.035 mol) and triphenylphosphine (11.61 g, 0.044 mol) were stirred in dry THF (200 ml) under Ar as diethyl azodicarboxylate (7.0 ml, 0.044 mol) was added portionwise. The solution was stirred for 1 h, concentrated, diluted with ethyl acetate, and extracted with dil. HCl. The extract was basified (sat. K2CO3 solution) and extracted with ethyl acetate. This organic extract was dried (Na2SO4) and e...